This data is from the Open Reaction Database (ORD), a public repository of structured organic reaction records. The task is: describe an organic reaction: reactants, conditions, products, and yield The reactants are BrC=1C=CC(=C(C(=O)N(C)OC)C1)F (5-bromo-2-fluoro-N-methoxy-N-methylbenzamide), BrC1=NC=CC=C1 (2-bromopyridine), C(C)(C)[Mg]Cl (Isopropylmagnesium chloride). Run in C1CCOC1 (THF), C1CCOC1 (THF), O1CCCC1 (tetrahydrofuran). Run at time 2 hour. The product is BrC=1C=CC(=C(C1)C(=O)C1=NC=CC=C1)F ((5-bromo-2-fluorophenyl)(pyridin-2-yl)methanone). As a reaction SMILES: Br[C:2]1[CH:7]=[CH:6][CH:5]=[CH:4][N:3]=1.C([Mg]Cl)(C)C.[Br:13][C:14]1[CH:15]=[CH:16][C:17]([F:26])=[C:18]([CH:25]=1)[C:19](N(OC)C)=[O:20]>O1CCCC1>[Br:13][C:14]1[CH:15]=[CH:16][C:17]([F:26])=[C:18]([C:19]([C:2]2[CH:7]=[CH:6][CH:5]=[CH:4][N:3]=2)=[O:20])[CH:25]=1. Reported procedure: An oven-dried flask was cooled under argon, then charged with anhydrous THF (40 mL) and 2-bromopyridine (1.76 mL, 18 mmol). Isopropylmagnesium chloride in tetrahydrofuran (2.0 M in THF, 11 mL) was then added dropwise at room temperature. The mixture was then stirred at room temperature for 2 hours, then cooled to 0° C., whereupon a THF solution (5 mL) of 5-bromo-2-fluoro-N-methoxy-N-methylbenzamide (3.93 g, 15 mmol) was added. The mixture was then allowed to warm to room temperature and stirred ... The reactants are FC1=CC=C(CNC)C=C1 (4-fluoro-N-methyl-benzylamine), C(CC1=CC=CC=C1)C1CNCC1 (3-phenethyl-pyrrolidine), FC1=CC=C(CNC(=O)C2=C(N=C(S2)C2=NC(=CN=C2)I)C)C=C1 (2-(6-iodo-pyrazin-2-yl)-4-methyl-thiazole-5-carboxylic acid 4-fluoro-benzylamide). The product is FC1=CC=C(CNC(=O)C2=C(N=C(S2)C2=NC(=CN=C2)N2CC(CC2)CCC2=CC=CC=C2)C)C=C1 (4-methyl-2-[6-(3-phenethyl-pyrrolidin-1-yl)-pyrazin-2-yl]-thiazole-5-carboxylic acid 4-fluoro-benzylamide). Isolated yield 75.0%. As a reaction SMILES: FC1C=CC(CNC)=CC=1.[CH2:11]([CH:19]1[CH2:23][CH2:22][NH:21][CH2:20]1)[CH2:12][C:13]1[CH:18]=[CH:17][CH:16]=[CH:15][CH:14]=1.[F:24][C:25]1[CH:47]=[CH:46][C:28]([CH2:29][NH:30][C:31]([C:33]2[S:37][C:36]([C:38]3[CH:43]=[N:42][CH:41]=[C:40](I)[N:39]=3)=[N:35][C:34]=2[CH3:45])=[O:32])=[CH:27][CH:26]=1>>[F:24][C:25]1[CH:47]=[CH:46][C:28]([CH2:29][NH:30][C:31]([C:33]2[S:37][C:36]([C:38]3[CH:43]=[N:42][CH:41]=[C:40]([N:21]4[CH2:22][CH2:23][CH:19]([CH2:11][CH2:12][C:13]5[CH:18]=[CH:17][CH:16]=[CH:15][CH:14]=5)[CH2:20]4)[N:39]=3)=[N:35][C:34]=2[CH3:45])=[O:32])=[CH:27][CH:26]=1. Procedure details: Following the procedure described in Example 14, making variations as required to replace 4-fluoro-N-methyl-benzylamine with 3-phenethyl-pyrrolidine to react with 2-(6-iodo-pyrazin-2-yl)-4-methyl-thiazole-5-carboxylic acid 4-fluoro-benzylamide, the title compound was obtained in 75% yield. 1H NMR (400 MHz, CD2Cl2) δ 8.50 (s, 1H), 7.89 (s, 1H), 7.31-7.38 (m, 2H), 7.24-7.30 (m, 2H), 7.14-7.23 (m, 3H), 7.00-7.09 (m, 2H), 6.18 (bs, 1H), 4.55 (d, J=4.0 Hz, 2H), 3.70-3.78 (m, 1H), 3.62-3.69 (m, 1H), 3... The reactants are C(C)(=O)OCC1CN(C(O1)=O)C1=NC=C(C=C1)Br ((3-(5-bromopyridin-2-yl)-2-oxooxazolidin-5-yl)methyl acetate), petroleum ether ethyl acetate, C([O-])([O-])=O.[K+].[K+] (Potassium carbonate). Run in CO (methanol), O (water). Yields the product petroleum ether ethyl acetate, BrC=1C=CC(=NC1)N1C(OC(C1)CO)=O (3-(5-bromopyridin-2-yl)-5-(hydroxylmethyl)oxazolidin-2-one). Isolated yield 69.8%. Reaction SMILES: C([O:4][CH2:5][CH:6]1[O:10][C:9](=[O:11])[N:8]([C:12]2[CH:17]=[CH:16][C:15]([Br:18])=[CH:14][N:13]=2)[CH2:7]1)(=O)C.C(=O)([O-])[O-].[K+].[K+]>CO.O>[Br:18][C:15]1[CH:16]=[CH:17][C:12]([N:8]2[CH2:7][CH:6]([CH2:5][OH:4])[O:10][C:9]2=[O:11])=[N:13][CH:14]=1 |f:1.2.3|. Procedure: Compound 24b (200 mg, 0.63 mmol) was dissolved in methanol (8 mL). Potassium carbonate (175 mg, 1.27 mmol) was added. Under the protection of argon, the mixture was allowed to react at room temperature for 5 hrs. The reaction was monitored by TLC (petroleum ether/ethyl acetate=5/1). After the reaction completed, the mixture was diluted with water, and extracted with ethyl acetate. The organic phase was combined, washed with saturated sodium chloride solution, dried over anhydrous sodium sulfate.... Reactants: CC(=O)c1ccccc1, CNCc1ccccc1, CCO, Cl. Yields the product CN(CCC(=O)c1ccccc1)Cc1ccccc1, Cl. As a reaction SMILES: [CH3:11][C:12](=[O:13])[c:14]1[cH:15][cH:16][cH:17][cH:18][cH:19]1.[CH3:1][NH:2][CH2:3][c:4]1[cH:5][cH:6][cH:7][cH:8][cH:9]1.[CH3:20][CH2:21][OH:22].[ClH:10]>>[CH3:1][N:2]([CH2:3][c:4]1[cH:5][cH:6][cH:7][cH:8][cH:9]1)[CH2:20][CH2:11][C:12](=[O:13])[c:14]1[cH:15][cH:16][cH:17][cH:18][cH:19]1.[ClH:10]. Starting materials: ClC1=CC(=C(C#N)C=C1)O[C@H](CCCl)C1=CC=CC=C1 (4-Chloro-2-{[(1R)-3-chloro-1-phenylpropyl]oxy}benzonitrile), [I-].[Na+] (sodium iodide). Run in CC(=O)C (acetone). Yields the product ClC1=CC(=C(C#N)C=C1)O[C@H](CCI)C1=CC=CC=C1 (4-Chloro-2-{[(1R)-3-iodo-1-phenylpropyl]oxy}benzonitrile). Yield: 84.0%. RXN SMILES: [Cl:1][C:2]1[CH:9]=[CH:8][C:5]([C:6]#[N:7])=[C:4]([O:10][C@@H:11]([C:15]2[CH:20]=[CH:19][CH:18]=[CH:17][CH:16]=2)[CH2:12][CH2:13]Cl)[CH:3]=1.[I-:21].[Na+]>CC(C)=O>[Cl:1][C:2]1[CH:9]=[CH:8][C:5]([C:6]#[N:7])=[C:4]([O:10][C@@H:11]([C:15]2[CH:20]=[CH:19][CH:18]=[CH:17][CH:16]=2)[CH2:12][CH2:13][I:21])[CH:3]=1 |f:1.2|. Procedure details: 4-Chloro-2-{[(1R)-3-chloro-1-phenylpropyl]oxy}benzonitrile (220mg, 0.718 mmol) was dissolved in acetone (20 ml) which had previously been saturated with sodium iodide and the solution was heated under reflux for 18 h. The reaction mixture was cooled, filtered, evaporated and the residue partitioned between water and ethyl acetate. The organic layer was separated, washed twice with water and dried (magnesium sulphate). The solvent was evaporated to leave 0.24 g (84%) of the product as a yellow oi... Reactants: ClCCl, OCc1cnc(-c2ccc(C(F)(F)F)cc2)nc1C(F)(F)F, O=S(Cl)Cl. The product is FC(F)(F)c1ccc(-c2ncc(CCl)c(C(F)(F)F)n2)cc1. Reaction SMILES: [Cl:27][CH2:28][Cl:29].[F:1][C:2]([c:3]1[n:4][c:5](-[c:11]2[cH:12][cH:13][c:14]([C:17]([F:18])([F:19])[F:20])[cH:15][cH:16]2)[n:6][cH:7][c:8]1[CH2:9][OH:10])([F:21])[F:22].[S:23]([Cl:24])([Cl:25])=[O:26]>>[F:1][C:2]([c:3]1[n:4][c:5](-[c:11]2[cH:12][cH:13][c:14]([C:17]([F:18])([F:19])[F:20])[cH:15][cH:16]2)[n:6][cH:7][c:8]1[CH2:9][Cl:25])([F:21])[F:22]. Starting materials: ClCCCBr, Cc1ccccc1, [NH2-], [Na], c1ccc(N2CC3CC2CN3)cc1. The product is ClCCCN1CC2CC1CN2c1ccccc1. As a reaction SMILES: [Br:16][CH2:17][CH2:18][CH2:19][Cl:20].[CH3:21][c:22]1[cH:23][cH:24][cH:25][cH:26][cH:27]1.[NH2-:15].[Na:14].[c:1]1([N:7]2[CH:8]3[CH2:9][NH:10][CH:11]([CH2:12]2)[CH2:13]3)[cH:2][cH:3][cH:4][cH:5][cH:6]1>>[c:1]1([N:7]2[CH:8]3[CH2:9][N:10]([CH2:17][CH2:18][CH2:19][Cl:20])[CH:11]([CH2:12]2)[CH2:13]3)[cH:2][cH:3][cH:4][cH:5][cH:6]1.